This data is from the Open Reaction Database (ORD), a public repository of structured organic reaction records. The task is: describe an organic reaction: reactants, conditions, products, and yield Reactants: NC1=C(C=C(C=2C(C3=CC=CC=C3C(C12)=O)=O)O)Cl (1-amino-2-chloro-4-hydroxyanthraquinone), CN1C(N(CC1)C)=O (1,3-dimethyl-2-imidazolidinone), C([O-])([O-])=O.[K+].[K+] (potassium carbonate), C(CCCCCCC)N(C=1C=C(C=CC1)O)CCCCCCCC (N,N-di-n-octyl-m-aminophenol). Run in O (water). Conditions: temperature 150 celsius, time 5 hour. Yields the product C1=CC=CC=2C(C3=CC=CC=C3C(C12)=O)=O (anthraquinone). As a reaction SMILES: N[C:2]1[C:15]2[C:14](=[O:16])[C:13]3[C:8](=[CH:9][CH:10]=[CH:11][CH:12]=3)[C:7](=[O:17])[C:6]=2[C:5](O)=[CH:4][C:3]=1Cl.CN1CCN(C)C1=O.C(=O)([O-])[O-].[K+].[K+].C(N(CCCCCCCC)C1C=C(O)C=CC=1)CCCCCCC>O>[CH:9]1[C:8]2[C:7](=[O:17])[C:6]3[C:15](=[CH:2][CH:3]=[CH:4][CH:5]=3)[C:14](=[O:16])[C:13]=2[CH:12]=[CH:11][CH:10]=1 |f:2.3.4|. Reported procedure: One part of 1-amino-2-chloro-4-hydroxyanthraquinone, 10 parts of 1,3-dimethyl-2-imidazolidinone, 1.0 part of potassium carbonate and 2.0 parts of N,N-di-n-octyl-m-aminophenol were mixed at room temperature, and then heated to 150° C. While this temperature was maintained, the reaction was conducted for 5 hours. The reaction mixture was cooled, then charged into 100 parts of water, extracted with toluene and thereafter purified through silica gel column chromatography to obtain an anthraquinone c... Starting materials: CCCCOC(=O)C(C)Cl, [I-], [K+], [Na+], [Na+], O=C([O-])[O-], CN(C)C=O, O=Cc1ccc(O)cc1. Product: CCCCOC(=O)C(C)Oc1ccc(C=O)cc1. Reaction SMILES: [Cl:10][CH:11]([C:12](=[O:13])[O:14][CH2:15][CH2:16][CH2:17][CH3:18])[CH3:19].[I-:27].[K+:26].[Na+:20].[Na+:21].[O-:22][C:23](=[O:24])[O-:25].[O:28]=[CH:29][N:30]([CH3:31])[CH3:32].[OH:1][c:2]1[cH:3][cH:4][c:5]([CH:6]=[O:7])[cH:8][cH:9]1>>[O:1]([c:2]1[cH:3][cH:4][c:5]([CH:6]=[O:7])[cH:8][cH:9]1)[CH:11]([C:12](=[O:13])[O:14][CH2:15][CH2:16][CH2:17][CH3:18])[CH3:19]. Starting materials: Cc1ccc(N(CC(=O)O)S(=O)(=O)c2ccc(C(C)(C)C)cc2)cc1, CCNCc1cccc(C)n1. Yields the product CCN(Cc1cccc(C)n1)C(=O)CN(c1ccc(C)cc1)S(=O)(=O)c1ccc(C(C)(C)C)cc1. As a reaction SMILES: [C:1]([CH3:2])([CH3:3])([CH3:4])[c:5]1[cH:6][cH:7][c:8]([S:11](=[O:12])(=[O:13])[N:14]([c:15]2[cH:16][cH:17][c:18]([CH3:21])[cH:19][cH:20]2)[CH2:22][C:23](=[O:24])[OH:25])[cH:9][cH:10]1.[CH2:26]([CH3:27])[NH:28][CH2:29][c:30]1[n:31][c:32]([CH3:36])[cH:33][cH:34][cH:35]1>>[C:1]([CH3:2])([CH3:3])([CH3:4])[c:5]1[cH:6][cH:7][c:8]([S:11](=[O:12])(=[O:13])[N:14]([c:15]2[cH:16][cH:17][c:18]([CH3:21])[cH:19][cH:20]2)[CH2:22][C:23](=[O:24])[N:28]([CH2:26][CH3:27])[CH2:29][c:30]2[n:31][c:32]([CH3:36])[cH:33][cH:34][cH:35]2)[cH:9][cH:10]1.